This data is from the Open Reaction Database (ORD), a public repository of structured organic reaction records. The task is: describe an organic reaction: reactants, conditions, products, and yield Reactants: BrC1=CC(=CC=2N(C=NC21)C(=CC(=O)OCC)C2=CC=CC=C2)C(F)(F)F (ethyl 3-[4-bromo-6-(trifluoromethyl)-1H-benzimidazol-1-yl]-3-phenyl-2-propenoate), C(=O)[O-].[NH4+] (ammonium formate). Reagents/catalysts: [Pd] (palladium on carbon). The solvent is C(C)O (ethanol). Product: C1(=CC=CC=C1)C(CC(=O)OCC)N1C=NC2=C1C=C(C=C2)C(F)(F)F (Ethyl 3-phenyl-3-[6-(trifluoromethyl)-1H-benzimidazol-1-yl]propanoate). Reaction SMILES: Br[C:2]1[C:10]2[N:9]=[CH:8][N:7]([C:11]([C:18]3[CH:23]=[CH:22][CH:21]=[CH:20][CH:19]=3)=[CH:12][C:13]([O:15][CH2:16][CH3:17])=[O:14])[C:6]=2[CH:5]=[C:4]([C:24]([F:27])([F:26])[F:25])[CH:3]=1.C([O-])=O.[NH4+]>C(O)C.[Pd]>[C:18]1([CH:11]([N:7]2[C:6]3[CH:5]=[C:4]([C:24]([F:26])([F:27])[F:25])[CH:3]=[CH:2][C:10]=3[N:9]=[CH:8]2)[CH2:12][C:13]([O:15][CH2:16][CH3:17])=[O:14])[CH:23]=[CH:22][CH:21]=[CH:20][CH:19]=1 |f:1.2|. Procedure details: To a solution of ethyl 3-[4-bromo-6-(trifluoromethyl)-1H-benzimidazol-1-yl]-3-phenyl-2-propenoate (111 mg, 253 μmol) in ethanol (4 mL) was added palladium on carbon (23 mg, 10% w/w Pd) and ammonium formate (159 mg, 2.52 mmol). The suspension was heated to reflux for 3 hours, then cooled to room temperature, and filtered through a pad of Celite®. The filtrate was evaporated in vacuo to afford the title compound, 1H NMR: (CDCl3), 8.10 (s, 1H), 7.79 (d, J=8.79, 1H), 7.49 (s, 1H), 7.42 (d, H=8.79, 1... Reactants: CCOC(=O)Nc1cc(-c2ccc(OC)cc2)nn(CC=Cc2ccc(Cl)cc2)c1=O, BrCCCc1ccccc1. Yields the product CCOC(=O)N(CCCc1ccccc1)c1cc(-c2ccc(OC)cc2)nn(CC=Cc2ccc(Cl)cc2)c1=O. RXN SMILES: [Cl:1][c:2]1[cH:3][cH:4][c:5]([CH:6]=[CH:7][CH2:8][n:9]2[n:10][c:11](-[c:22]3[cH:23][cH:24][c:25]([O:28][CH3:29])[cH:26][cH:27]3)[cH:12][c:13]([NH:16][C:17](=[O:18])[O:19][CH2:20][CH3:21])[c:14]2=[O:15])[cH:30][cH:31]1.[c:32]1([CH2:38][CH2:39][CH2:40][Br:41])[cH:33][cH:34][cH:35][cH:36][cH:37]1>>[Cl:1][c:2]1[cH:3][cH:4][c:5]([CH:6]=[CH:7][CH2:8][n:9]2[n:10][c:11](-[c:22]3[cH:23][cH:24][c:25]([O:28][CH3:29])[cH:26][cH:27]3)[cH:12][c:13]([N:16]([C:17](=[O:18])[O:19][CH2:20][CH3:21])[CH2:40][CH2:39][CH2:38][c:32]3[cH:33][cH:34][cH:35][cH:36][cH:37]3)[c:14]2=[O:15])[cH:30][cH:31]1. Starting materials: BrC1=CC(=C(CC2=NC(=CC=C2)C2=C(C=C(C=C2)F)F)C(=C1)F)F (2-(4-bromo-2,6-difluorobenzyl)-6-(2,4-difluorophenyl)pyridine), CN(C)C=O (DMF). Reagents/catalysts: [C-]#N.[C-]#N.[Zn+2] (Zn(CN)2), C=1C=CC(=CC1)/C=C/C(=O)/C=C/C2=CC=CC=C2.C=1C=CC(=CC1)/C=C/C(=O)/C=C/C2=CC=CC=C2.C=1C=CC(=CC1)/C=C/C(=O)/C=C/C2=CC=CC=C2.[Pd].[Pd] (tris(dibenzylideneacetone)dipalladium), C1(=CC=CC=C1)P([C-]1C=CC=C1)C1=CC=CC=C1.[C-]1(C=CC=C1)P(C1=CC=CC=C1)C1=CC=CC=C1.[Fe+2] (1,1′-bis(diphenylphosphino)ferrocene). Run in O (H2O). Reaction conditions: temperature 120 celsius. Product: FC1=C(C=CC(=C1)F)C1=CC=CC(=N1)CC1=C(C=C(C#N)C=C1F)F (4-{[6-(2,4-difluorophenyl)pyridin-2-yl]methyl}-3,5-difluorobenzonitrile). RXN SMILES: Br[C:2]1[CH:22]=[C:21]([F:23])[C:5]([CH2:6][C:7]2[CH:12]=[CH:11][CH:10]=[C:9]([C:13]3[CH:18]=[CH:17][C:16]([F:19])=[CH:15][C:14]=3[F:20])[N:8]=2)=[C:4]([F:24])[CH:3]=1.[CH3:25][N:26](C=O)C>O.[C-]#N.[C-]#N.[Zn+2].C1C=CC(/C=C/C(/C=C/C2C=CC=CC=2)=O)=CC=1.C1C=CC(/C=C/C(/C=C/C2C=CC=CC=2)=O)=CC=1.C1C=CC(/C=C/C(/C=C/C2C=CC=CC=2)=O)=CC=1.[Pd].[Pd].C1(P(C2C=CC=CC=2)[C-]2C=CC=C2)C=CC=CC=1.[C-]1(P(C2C=CC=CC=2)C2C=CC=CC=2)C=CC=C1.[Fe+2]>[F:20][C:14]1[CH:15]=[C:16]([F:19])[CH:17]=[CH:18][C:13]=1[C:9]1[N:8]=[C:7]([CH2:6][C:5]2[C:21]([F:23])=[CH:22][C:2]([C:25]#[N:26])=[CH:3][C:4]=2[F:24])[CH:12]=[CH:11][CH:10]=1 |f:3.4.5,6.7.8.9.10,11.12.13|. Reported procedure: To a solution of 2-(4-bromo-2,6-difluorobenzyl)-6-(2,4-difluorophenyl)pyridine (from Step D above, 7.32 g, 18.5 mmol) in wet DMF (200 mL of DMF and 2 mL water) was added Zn(CN)2 (1.74 g, 14.8 mmol), tris(dibenzylideneacetone)dipalladium (842 mg, 0.92 mmol), and 1,1′-bis(diphenylphosphino)ferrocene (1.23 g, 2.22 mmol) and heated to 120° C. for 1 hr (monitored via LCMS). After the reaction cooled to ambient temperature, the mixture was diluted with H2O and extracted with EtOAc (3×). The combined o...